From a dataset of the Open Reaction Database (ORD), a public repository of structured organic reaction records. describe an organic reaction: reactants, conditions, products, and yield Starting materials: CS(=O)(=O)O, CS(=O)(=O)Cl, ClCCl, [H-], O=[N+]([O-])c1ccc2cc[nH]c2c1, [Na+], CN(C)C=O, OCc1cncnc1, c1ccc2[nH]ccc2c1. The product is O=[N+]([O-])c1ccc2ccn(Cc3cncnc3)c2c1. RXN SMILES: [CH3:37][S:38]([OH:39])(=[O:40])=[O:41].[CH3:9][S:10](=[O:11])(=[O:12])[Cl:13].[Cl:42][CH2:43][Cl:44].[H-:36].[N+:23](=[O:24])([O-:25])[c:26]1[cH:27][cH:28][c:29]2[cH:30][cH:31][nH:32][c:33]2[cH:34]1.[Na+:35].[O:45]=[CH:46][N:47]([CH3:48])[CH3:49].[OH:1][CH2:2][c:3]1[cH:4][n:5][cH:6][n:7][cH:8]1.[nH:14]1[c:15]2[c:16]([cH:17][cH:18][cH:19][cH:20]2)[cH:21][cH:22]1>>[CH2:2]([c:3]1[cH:4][n:5][cH:6][n:7][cH:8]1)[n:32]1[cH:31][cH:30][c:29]2[cH:28][cH:27][c:26]([N+:23](=[O:24])[O-:25])[cH:34][c:33]21.